Dataset: the Open Reaction Database (ORD), a public repository of structured organic reaction records. Task: describe an organic reaction: reactants, conditions, products, and yield Reactants: O=C1N(CCC[C@]2([C@H]1CCC2)C2=CC(=CC=C2)OC)C (trans-1-oxo-2-methyl-5a-(3-methoxyphenyl)-decahydrocyclopent[c]azepine), COCCO[AlH2-]OCCOC.[Na+] (Red-al). Run in C1=CC=CC=C1 (benzene). Product: CN1C[C@H]2[C@](CCC1)(CCC2)C2=CC(=CC=C2)OC (trans-2-methyl-5a-(3-methoxyphenyl)-decahydrocyclopent[c]azepine). As a reaction SMILES: O=[C:2]1[C@@H:8]2[CH2:9][CH2:10][CH2:11][C@@:7]2([C:12]2[CH:17]=[CH:16][CH:15]=[C:14]([O:18][CH3:19])[CH:13]=2)[CH2:6][CH2:5][CH2:4][N:3]1[CH3:20].COCCO[AlH2-]OCCOC.[Na+]>C1C=CC=CC=1>[CH3:20][N:3]1[CH2:4][CH2:5][CH2:6][C@:7]2([C:12]3[CH:17]=[CH:16][CH:15]=[C:14]([O:18][CH3:19])[CH:13]=3)[CH2:11][CH2:10][CH2:9][C@H:8]2[CH2:2]1 |f:1.2|. Procedure details: Following the procedure set out in Example 7, dl-trans-1-oxo-2-methyl-5a-(3-methoxyphenyl)-decahydrocyclopent[c]azepine was reacted with Red-al® in benzene to provide dl-trans-2-methyl-5a-(3-methoxyphenyl)-decahydrocyclopent[c]azepine. B.P. 130°-140° C. at 0.05 torr.